This data is from the Open Reaction Database (ORD), a public repository of structured organic reaction records. The task is: describe an organic reaction: reactants, conditions, products, and yield Starting materials: C1CCOC1, CC(C)(C)OC(=O)c1c(-c2cccc(N)c2)cc(-c2ccccc2O)nc1N, O=C1CCC(C(=O)Cl)O1, c1ccncc1. Product: CC(C)(C)OC(=O)c1c(-c2cccc(NC(=O)C3CCC(=O)O3)c2)cc(-c2ccccc2O)nc1N. RXN SMILES: [CH2:44]1[O:45][CH2:46][CH2:47][CH2:48]1.[NH2:1][c:2]1[c:3]([C:4](=[O:5])[O:6][C:7]([CH3:8])([CH3:9])[CH3:10])[c:11](-[c:22]2[cH:23][c:24]([NH2:28])[cH:25][cH:26][cH:27]2)[cH:12][c:13](-[c:15]2[c:16]([OH:21])[cH:17][cH:18][cH:19][cH:20]2)[n:14]1.[O:35]=[C:36]1[CH2:37][CH2:38][CH:39]([C:41](=[O:42])[Cl:43])[O:40]1.[cH:29]1[cH:30][cH:31][n:32][cH:33][cH:34]1>>[NH2:1][c:2]1[c:3]([C:4](=[O:5])[O:6][C:7]([CH3:8])([CH3:9])[CH3:10])[c:11](-[c:22]2[cH:23][c:24]([NH:28][C:41]([CH:39]3[CH2:38][CH2:37][C:36](=[O:35])[O:40]3)=[O:42])[cH:25][cH:26][cH:27]2)[cH:12][c:13](-[c:15]2[c:16]([OH:21])[cH:17][cH:18][cH:19][cH:20]2)[n:14]1. The reactants are CC(=O)O, C1COCCN1, CO, ClCCl, COC(O)Cn1ncc2cc(I)ccc21. Yields the product Ic1ccc2c(cnn2CCN2CCOCC2)c1. As a reaction SMILES: [C:27]([OH:28])(=[O:29])[CH3:30].[CH2:16]1[CH2:17][O:18][CH2:19][CH2:20][NH:21]1.[CH3:25][OH:26].[Cl:22][CH2:23][Cl:24].[I:1][c:2]1[cH:3][c:4]2[cH:5][n:6][n:7]([CH2:11][CH:12]([O:13][CH3:14])[OH:15])[c:8]2[cH:9][cH:10]1>>[I:1][c:2]1[cH:3][c:4]2[cH:5][n:6][n:7]([CH2:11][CH2:12][N:21]3[CH2:16][CH2:17][O:18][CH2:19][CH2:20]3)[c:8]2[cH:9][cH:10]1. Starting materials: CC(=O)OCC1OC(N=[N+]=[N-])C(OC(C)=O)C(OC(C)=O)C1OC(C)=O, CCOC(C)=O, [H][H]. Yields the product CC(=O)OCC1OC(N)C(OC(C)=O)C(OC(C)=O)C1OC(C)=O. RXN SMILES: [C:1]([CH3:2])(=[O:3])[O:4][CH:5]1[CH:6]([N:24]=[N+:25]=[N-:26])[O:7][CH:8]([CH2:19][O:20][C:21]([CH3:22])=[O:23])[CH:9]([O:15][C:16]([CH3:17])=[O:18])[CH:10]1[O:11][C:12]([CH3:13])=[O:14].[CH3:29][CH2:30][O:31][C:32](=[O:33])[CH3:34].[H:27][H:28]>>[C:1]([CH3:2])(=[O:3])[O:4][CH:5]1[CH:6]([NH2:24])[O:7][CH:8]([CH2:19][O:20][C:21]([CH3:22])=[O:23])[CH:9]([O:15][C:16]([CH3:17])=[O:18])[CH:10]1[O:11][C:12]([CH3:13])=[O:14]. The reactants are CO (MeOH), C1=NC=C(C2=CC=CC=C12)C(=O)O (isoquinolin-4-carboxylic acid), CCN=C=NCCCN(C)C (EDCI), C=1C=CC2=C(C1)N=NN2O (HOBt). Reagents/catalysts: CN(C)C=1C=CN=CC1 (DMAP). The solvent is C(Cl)Cl (CH2Cl2), C(Cl)Cl (CH2Cl2). Conditions: time 8 hour. Yields the product C1=NC=C(C2=CC=CC=C12)C(=O)OC (Methyl isoquinolin-4-carboxylate). Isolated yield 54.2%. As a reaction SMILES: [CH:1]1[C:10]2[C:5](=[CH:6][CH:7]=[CH:8][CH:9]=2)[C:4]([C:11]([OH:13])=[O:12])=[CH:3][N:2]=1.[CH3:14]CN=C=NCCCN(C)C.C1C=CC2N(O)N=NC=2C=1.CO>C(Cl)Cl.CN(C1C=CN=CC=1)C>[CH:1]1[C:10]2[C:5](=[CH:6][CH:7]=[CH:8][CH:9]=2)[C:4]([C:11]([O:13][CH3:14])=[O:12])=[CH:3][N:2]=1. Reported procedure: To a stirred solution of isoquinolin-4-carboxylic acid (Intermediate-14) (1.2 g, 6.9 mmol) in CH2Cl2 (10 mL) was added, EDCI (1.3 g, 8.3 mmol), HOBt (1.12 g, 8.3 mmol), DMAP (84 mg, 0.7 mmol) and the mixture was stirred at RT for 20 min. To this, MeOH (0.33 g, 10.4 mmol) was added and the reaction mixture was further stirred at RT for overnight. It was diluted with CH2Cl2 (100 mL) and washed with water. The organic layer was separated, dried over Na2SO4, filtered and concentrated to give crude p... The reactants are CC#N, [Cl-], C#CC(C)(C)Cl, [Cu], C1CCC2=NCCCN2CC1, N#Cc1ccc(O)cc1. The product is C#CC(C)(C)Oc1ccc(C#N)cc1. RXN SMILES: [CH3:28][C:29]#[N:30].[Cl-:21].[Cl:22][C:23]([C:24]#[CH:25])([CH3:26])[CH3:27].[Cu:31].[N:10]12[CH2:11][CH2:12][CH2:13][N:14]=[C:15]1[CH2:16][CH2:17][CH2:18][CH2:19][CH2:20]2.[OH:1][c:2]1[cH:3][cH:4][c:5]([C:8]#[N:9])[cH:6][cH:7]1>>[O:1]([c:2]1[cH:3][cH:4][c:5]([C:8]#[N:9])[cH:6][cH:7]1)[C:23]([C:24]#[CH:25])([CH3:26])[CH3:27].